From a dataset of the Open Reaction Database (ORD), a public repository of structured organic reaction records. describe an organic reaction: reactants, conditions, products, and yield Reactants: Cl.CC1=C(C=CC(=C1)C)N1CCNCCC1 (1-(2,4-dimethylphenyl)-[1,4]diazepane hydrochloride), O.[Cl-].COC1=NC(=NC(=N1)OC)[N+]1(CCOCC1)C (4-(4,6-dimethoxy[1.3.5]triazin-2-yl)-4-methylmorpholinium chloride hydrate), CN1CCOCC1 (N-methylmorpholine), O=C1OCCN1C1=CC=C(C(=O)OCC)C=C1 (ethyl 4-(2-oxooxazolidin-3-yl)benzoate), Cl (hydrochloric acid), [OH-].[Na+] (sodium hydroxide). Solvent: O (Water), C(C)O (ethanol). Conditions: temperature 50 celsius. Yields the product CC1=C(C=CC(=C1)C)N1CCN(CCC1)C(=O)C1=CC=C(C=C1)N1C(OCC1)=O (3-{4-[4-(2,4-dimethylphenyl)-[1,4]diazepane-1-carbonyl]phenyl}oxazolidin-2-one). The yield is 10.6%. RXN SMILES: [O:1]=[C:2]1[N:6]([C:7]2[CH:17]=[CH:16][C:10]([C:11]([O:13]CC)=O)=[CH:9][CH:8]=2)[CH2:5][CH2:4][O:3]1.[OH-].[Na+].Cl.Cl.[CH3:22][C:23]1[CH:28]=[C:27]([CH3:29])[CH:26]=[CH:25][C:24]=1[N:30]1[CH2:36][CH2:35][CH2:34][NH:33][CH2:32][CH2:31]1.O.[Cl-].COC1N=C(OC)N=C([N+]2(C)CCOCC2)N=1.CN1CCOCC1>O.C(O)C>[CH3:22][C:23]1[CH:28]=[C:27]([CH3:29])[CH:26]=[CH:25][C:24]=1[N:30]1[CH2:36][CH2:35][CH2:34][N:33]([C:11]([C:10]2[CH:9]=[CH:8][C:7]([N:6]3[CH2:5][CH2:4][O:3][C:2]3=[O:1])=[CH:17][CH:16]=2)=[O:13])[CH2:32][CH2:31]1 |f:1.2,4.5,6.7.8|. Procedure details: To ethyl 4-(2-oxooxazolidin-3-yl)benzoate (0.235 g) described in Preparation Example 12 were added 1N aqueous sodium hydroxide solution (1.3 mL) and ethanol (5 mL), and the mixture was stirred at 50° C. 1N hydrochloric acid (1.3 mL) was added, 1-(2,4-dimethylphenyl)-[1,4]diazepane hydrochloride (0.241 g) described in Preparation Example 88, 4-(4,6-dimethoxy[1.3.5]triazin-2-yl)-4-methylmorpholinium chloride hydrate (0.277 g) and N-methylmorpholine (0.13 mL) were added, and the mixture was stirred... Yields the product N=C(NO)C1CCC2(CC1)OCCO2. RXN SMILES: [CH3:15][CH2:16][OH:17].[NH2:13][OH:14].[O:1]1[CH2:2][CH2:3][O:4][C:5]12[CH2:6][CH2:7][CH:8]([C:11]#[N:12])[CH2:9][CH2:10]2>>[O:1]1[CH2:2][CH2:3][O:4][C:5]12[CH2:6][CH2:7][CH:8]([C:11](=[NH:12])[NH:13][OH:14])[CH2:9][CH2:10]2. The reactants are CCO, NO, N#CC1CCC2(CC1)OCCO2. Starting materials: CC(C)(C)OC(=O)N1C=CC(Cl)=CC1C1CCCC1, [Li]CCCC, C1CCOC1, CI, O. Product: CC1=CC(Cl)=CC(C2CCCC2)N1C(=O)OC(C)(C)C. As a reaction SMILES: [C:1]([CH3:2])([CH3:3])([CH3:4])[O:5][C:6](=[O:7])[N:8]1[CH:9]([CH:15]2[CH2:16][CH2:17][CH2:18][CH2:19]2)[CH:10]=[C:11]([Cl:14])[CH:12]=[CH:13]1.[CH2:20]([Li:21])[CH2:22][CH2:23][CH3:24].[CH2:28]1[O:29][CH2:30][CH2:31][CH2:32]1.[I:25][CH3:26].[OH2:27]>>[C:1]([CH3:2])([CH3:3])([CH3:4])[O:5][C:6](=[O:7])[N:8]1[CH:9]([CH:15]2[CH2:16][CH2:17][CH2:18][CH2:19]2)[CH:10]=[C:11]([Cl:14])[CH:12]=[C:13]1[CH3:20].